From a dataset of the Open Reaction Database (ORD), a public repository of structured organic reaction records. describe an organic reaction: reactants, conditions, products, and yield Starting materials: BrCc1ccccc1, O=C([O-])[O-], [K+], [K+], CS(=O)(=O)c1ccc(C(COC(=O)OCC(CO[N+](=O)[O-])O[N+](=O)[O-])=C(C(=O)O)c2ccccc2)cc1, CN(C)C=O. Product: CS(=O)(=O)c1ccc(C(COC(=O)OCC(CO[N+](=O)[O-])O[N+](=O)[O-])=C(C(=O)OCc2ccccc2)c2ccccc2)cc1. RXN SMILES: [Br:38][CH2:39][c:40]1[cH:41][cH:42][cH:43][cH:44][cH:45]1.[C:46](=[O:47])([O-:48])[O-:49].[K+:50].[K+:51].[N+:1](=[O:2])([O-:3])[O:4][CH:5]([CH2:6][O:7][C:8](=[O:9])[O:10][CH2:11][C:12](=[C:13]([C:14](=[O:15])[OH:16])[c:17]1[cH:18][cH:19][cH:20][cH:21][cH:22]1)[c:23]1[cH:24][cH:25][c:26]([S:29](=[O:30])(=[O:31])[CH3:32])[cH:27][cH:28]1)[CH2:33][O:34][N+:35](=[O:36])[O-:37].[O:52]=[CH:53][N:54]([CH3:55])[CH3:56]>>[N+:1](=[O:2])([O-:3])[O:4][CH:5]([CH2:6][O:7][C:8](=[O:9])[O:10][CH2:11][C:12](=[C:13]([C:14](=[O:15])[O:16][CH2:39][c:40]1[cH:41][cH:42][cH:43][cH:44][cH:45]1)[c:17]1[cH:18][cH:19][cH:20][cH:21][cH:22]1)[c:23]1[cH:24][cH:25][c:26]([S:29](=[O:30])(=[O:31])[CH3:32])[cH:27][cH:28]1)[CH2:33][O:34][N+:35](=[O:36])[O-:37]. Starting materials: SC=1NCC(CN1)O (2-mercapto-1,4,5,6-tetrahydro-5-pyrimidinol), N1C=CC2=CC=CC=C12 (indole), [I-].[K+] (potassium iodide), II (iodine). Solvent: CO (methanol), CO (methanol), O (water). Reaction conditions: time 2 hour. Yields the product I.OC1CN=C(NC1)SC1=CNC2=CC=CC=C12 (3-(5-hydroxy-1,4,5,6-tetrahydro-2-pyrimidinylthio)-indole hydriodide). As a reaction SMILES: [NH:1]1[C:9]2[C:4](=[CH:5][CH:6]=[CH:7][CH:8]=2)[CH:3]=[CH:2]1.[I-:10].[K+].II.[SH:14][C:15]1[NH:16][CH2:17][CH:18]([OH:21])[CH2:19][N:20]=1>CO.O>[IH:10].[OH:21][CH:18]1[CH2:19][NH:20][C:15]([S:14][C:3]2[C:4]3[C:9](=[CH:8][CH:7]=[CH:6][CH:5]=3)[NH:1][CH:2]=2)=[N:16][CH2:17]1 |f:1.2,7.8|. Procedure details: A solution of 9.36 g of indole in 60 ml methanol is added dropwise to a well-stirred solution of 40 g potassium iodide and 20.3 g of iodine in 120 ml of water at room temperature. This is reacted with a solution of 10.6 g of 2-mercapto-1,4,5,6-tetrahydro-5-pyrimidinol in 1800 ml of 50% aqueous methanol. The reaction mixture is stirred at room temperature for 2 hours and worked up in the manner, described under Example 1 to yield 3-(5-hydroxy-1,4,5,6-tetrahydro-2-pyrimidinylthio)-indole hydriodid... The reactants are C1(=CC=CC=C1)CC=1SC=CC1 (2-(phenylmethyl)thiophene), C(CCC)[Li] (n-butyllithium), CN(C=O)C (dimethylformamide), ice, [Cl-].[Na+] (sodium chloride). Solvent: C(C)OCC (diethyl ether), CCCCCC (hexane), C(C)OCC (diethyl ether), C(C)OCC (diethyl ether). Conditions: time 1.5 hour. Product: C1(=CC=CC=C1)CC1=CC=C(S1)C=O (5-(phenylmethyl)thiophene-2-carboxaldehyde). Isolated yield 86.8%. RXN SMILES: C([Li])CCC.[C:6]1([CH2:12][C:13]2[S:14][CH:15]=[CH:16][CH:17]=2)[CH:11]=[CH:10][CH:9]=[CH:8][CH:7]=1.CN(C)[CH:20]=[O:21].[Cl-].[Na+]>CCCCCC.C(OCC)C>[C:6]1([CH2:12][C:13]2[S:14][C:15]([CH:20]=[O:21])=[CH:16][CH:17]=2)[CH:7]=[CH:8][CH:9]=[CH:10][CH:11]=1 |f:3.4|. Procedure: Under a nitrogen atmosphere, 25.7 grams (0.40 mole) of n-butyllithium in 168 ml of hexane was added by syringe to 300 ml of diethyl ether. The stirred solution was cooled in an ice-water bath and 70.0 grams (0.40 mole) of 2-(phenylmethyl)thiophene in 100 ml of diethyl ether was added dropwise during a 0.75 hour period. Upon complete addition, the cooling bath was removed and the reaction mixture stirred for 1.5 hours, then transferred to a Morton flask using a nitrogen pressure differential and ... The reactants are FC=1C=C(O[C@@H]2[C@H](N(CC2)C(=O)OC(C)(C)C)COS(=O)(=O)C)C=C(C1)[N+](=O)[O-] ((2R,3S)-tert-butyl 3-(3-fluoro-5-nitrophenoxy)-2-((methylsulfonyloxy)methyl)pyrrolidine-1 -carboxylate), CN (methylamine). Solvent: CCOC(=O)C (EtOAc), C1CCOC1 (THF). Run at temperature 55 celsius. Product: FC=1C=C(O[C@@H]2[C@H](N(CC2)C(=O)OC(C)(C)C)CNC)C=C(C1)[N+](=O)[O-] ((2R,3S)-tert-butyl 3-(3-fluoro-5-nitrophenoxy)-2-((methylamino)methyl)pyrrolidine-1-carboxylate). Reaction SMILES: [F:1][C:2]1[CH:3]=[C:4]([CH:24]=[C:25]([N+:27]([O-:29])=[O:28])[CH:26]=1)[O:5][C@H:6]1[CH2:10][CH2:9][N:8]([C:11]([O:13][C:14]([CH3:17])([CH3:16])[CH3:15])=[O:12])[C@@H:7]1[CH2:18]OS(C)(=O)=O.[CH3:30][NH2:31]>C1COCC1.CCOC(C)=O>[F:1][C:2]1[CH:3]=[C:4]([CH:24]=[C:25]([N+:27]([O-:29])=[O:28])[CH:26]=1)[O:5][C@H:6]1[CH2:10][CH2:9][N:8]([C:11]([O:13][C:14]([CH3:16])([CH3:17])[CH3:15])=[O:12])[C@@H:7]1[CH2:18][NH:31][CH3:30]. Reported procedure: To a solution of (2R,3S)-tert-butyl 3-(3-fluoro-5-nitrophenoxy)-2-((methylsulfonyloxy)methyl)pyrrolidine-1 -carboxylate (1.0 equiv) in THF (0.4 M) was added 40% aq. methylamine (90 equiv). The resulting solution was heated to 55° C. overnight. The reaction mixture was cooled to room temperature and diluted with EtOAc (20 volume equivalents) and washed twice with sat. aq. NaHCO3 and once with brine. The organic layer was dried over anhydrous sodium sulfate, filtered and concentrated in vacuo to p... The reactants are NC1=NC=2C=CC=CC2C2=C1N=C(N2CCCC(C)=O)CCCC (5-(4-amino-2-butyl-1H-imidazo[4,5-c]quinolin-1-yl)pentan-2-one), Cl.CON (O-methylhydroxylamine hydrochloride). Yields the product CON=C(C)CCCN1C(=NC=2C(=NC=3C=CC=CC3C21)N)CCCC (5-(4-amino-2-butyl-1H-imidazo[4,5-c]quinolin-1-yl)pentan-2-one O-methyloxime). RXN SMILES: [NH2:1][C:2]1[C:11]2[N:12]=[C:13]([CH2:21][CH2:22][CH2:23][CH3:24])[N:14]([CH2:15][CH2:16][CH2:17][C:18](=O)[CH3:19])[C:10]=2[C:9]2[CH:8]=[CH:7][CH:6]=[CH:5][C:4]=2[N:3]=1.Cl.[CH3:26][O:27][NH2:28]>>[CH3:26][O:27][N:28]=[C:18]([CH2:17][CH2:16][CH2:15][N:14]1[C:10]2[C:9]3[CH:8]=[CH:7][CH:6]=[CH:5][C:4]=3[N:3]=[C:2]([NH2:1])[C:11]=2[N:12]=[C:13]1[CH2:21][CH2:22][CH2:23][CH3:24])[CH3:19] |f:1.2|. Reported procedure: By the general method described in Part F of Example 30, 5-(4-amino-2-butyl-1H-imidazo[4,5-c]quinolin-1-yl)pentan-2-one was reacted with O-methylhydroxylamine hydrochloride to provide 5-(4-amino-2-butyl-1H-imidazo[4,5-c]quinolin-1-yl)pentan-2-one O-methyloxime in about a 7.9 to 1 mixture of E and Z isomers as light brown crystals after recrystallization from aqueous methanol, mp 157-159° C. The reactants are CN1CCN(c2cc(N3CCc4ccc(Br)cc4C3)nc(N)n2)CC1, CC(=O)[O-], CC(=O)[O-], Cc1cccc(N)n1, CC(C)(C)[O-], c1ccc(-c2ccccc2P(C2CCCCC2)C2CCCCC2)cc1, [K+], C1CCOC1, [Pd+2]. Product: Cc1cccc(Nc2ccc3c(c2)CN(c2cc(N4CCN(C)CC4)nc(N)n2)CC3)n1. RXN SMILES: [Br:1][c:2]1[cH:3][cH:4][c:5]2[c:10]([cH:11]1)[CH2:9][N:8]([c:12]1[n:13][c:14]([NH2:25])[n:15][c:16]([N:18]3[CH2:19][CH2:20][N:21]([CH3:24])[CH2:22][CH2:23]3)[cH:17]1)[CH2:7][CH2:6]2.[C:70]([O-:71])(=[O:72])[CH3:73].[C:75]([O-:76])(=[O:77])[CH3:78].[CH3:26][c:27]1[cH:28][cH:29][cH:30][c:31]([NH2:33])[n:32]1.[CH3:34][C:35]([CH3:36])([O-:37])[CH3:38].[CH:45]1([P:46]([CH:47]2[CH2:48][CH2:49][CH2:50][CH2:51][CH2:52]2)[c:53]2[cH:54][cH:55][cH:56][cH:57][c:58]2-[c:59]2[cH:60][cH:61][cH:62][cH:63][cH:64]2)[CH2:65][CH2:66][CH2:67][CH2:68][CH2:69]1.[K+:39].[O:40]1[CH2:41][CH2:42][CH2:43][CH2:44]1.[Pd+2:74]>>[c:2]1([NH:33][c:31]2[cH:30][cH:29][cH:28][c:27]([CH3:26])[n:32]2)[cH:3][cH:4][c:5]2[c:10]([cH:11]1)[CH2:9][N:8]([c:12]1[n:13][c:14]([NH2:25])[n:15][c:16]([N:18]3[CH2:19][CH2:20][N:21]([CH3:24])[CH2:22][CH2:23]3)[cH:17]1)[CH2:7][CH2:6]2. Reactants: Cn1ncc([N+](=O)[O-])c1Cl, CC(C)(C)OC(=O)N1CCCC(O)C1. Yields the product Cn1ncc([N+](=O)[O-])c1OC1CCCN(C(=O)OC(C)(C)C)C1. RXN SMILES: [Cl:1][c:2]1[c:3]([N+:8](=[O:9])[O-:10])[cH:4][n:5][n:6]1[CH3:7].[OH:11][CH:12]1[CH2:13][N:14]([C:18](=[O:19])[O:20][C:21]([CH3:22])([CH3:23])[CH3:24])[CH2:15][CH2:16][CH2:17]1>>[c:2]1([O:11][CH:12]2[CH2:13][N:14]([C:18](=[O:19])[O:20][C:21]([CH3:22])([CH3:23])[CH3:24])[CH2:15][CH2:16][CH2:17]2)[c:3]([N+:8](=[O:9])[O-:10])[cH:4][n:5][n:6]1[CH3:7].